From a dataset of the Open Reaction Database (ORD), a public repository of structured organic reaction records. describe an organic reaction: reactants, conditions, products, and yield Reactants: CC(=O)O[BH-](OC(C)=O)OC(C)=O, O=C([O-])O, C1CCOC1, CC(=O)O, O=Cc1cc(F)c(F)c(F)c1, NCCO, [Na+], [Na+], [Na+], [OH-], O. RXN SMILES: [C:1]([O:2][BH-:3]([O:4][C:5](=[O:6])[CH3:7])[O:8][C:9](=[O:10])[CH3:11])(=[O:12])[CH3:13].[C:32](=[O:33])([OH:34])[O-:35].[CH2:37]1[O:38][CH2:39][CH2:40][CH2:41]1.[CH3:43][C:44](=[O:45])[OH:46].[F:15][c:16]1[cH:17][c:18]([CH:19]=[O:20])[cH:21][c:22]([F:25])[c:23]1[F:24].[NH2:26][CH2:27][CH2:28][OH:29].[Na+:14].[Na+:31].[Na+:36].[OH-:30].[OH2:42]>>[F:15][c:16]1[cH:17][c:18]([CH2:19][NH:26][CH2:27][CH2:28][OH:29])[cH:21][c:22]([F:25])[c:23]1[F:24]. The product is OCCNCc1cc(F)c(F)c(F)c1. Reactants: [H-].[Na+] (sodium hydride), C(=O)C1=CNC=C1 (3-Formylpyrrole), C(C)(=O)NCC1CC(=NO1)C1=CC(=C(C=C1)F)F ((-)-5-(acetamidomethyl)-3-(3,4-difluorophenyl)-isoxazoline). Run in CN(C=O)C (dimethylformamide), one, C(C)(=O)OCC (ethyl acetate). Run at temperature 0 celsius, time 30 minute. The product is FC=1C=C(C=CC1N1C=C(C=C1)C=O)C1=NOC(C1)CNC(C)=O ((-)-N-[[3-[3-Fluoro-4-(3-formyl-1H-pyrrol-1-yl)phenyl]-4,5-dihydro-5-isoxazolyl]methyl]acetamide). The yield is 55.9%. RXN SMILES: [CH:1]([C:3]1[CH:7]=[CH:6][NH:5][CH:4]=1)=[O:2].[H-].[Na+].[C:10]([NH:13][CH2:14][CH:15]1[O:19][N:18]=[C:17]([C:20]2[CH:25]=[CH:24][C:23](F)=[C:22]([F:27])[CH:21]=2)[CH2:16]1)(=[O:12])[CH3:11]>CN(C)C=O.C(OCC)(=O)C>[F:27][C:22]1[CH:21]=[C:20]([C:17]2[CH2:16][CH:15]([CH2:14][NH:13][C:10](=[O:12])[CH3:11])[O:19][N:18]=2)[CH:25]=[CH:24][C:23]=1[N:5]1[CH:6]=[CH:7][C:3]([CH:1]=[O:2])=[CH:4]1 |f:1.2|. Procedure details: 3-Formylpyrrole (628 mg) is dissolved in 12 ml dimethylformamide in a 50 ml one neck round bottom flask under nitrogen. The solution is cooled to 0° C., is treated with 60% sodium hydride (554 mg), and the mixture is stirred 30 minutes at room temperature. The solution is treated with (-)-5-(acetamidomethyl)-3-(3,4-difluorophenyl)-isoxazoline (Step 1, Example 11) (1.52 g), and the reaction is stirred 6 hours at 65° C. The reaction is cooled, is diluted with 100 ml ethyl acetate, and is washed wi... Reactants: ClC1=CC=C2C(=N1)SC(=N2)N (5-chloro[1,3]thiazolo[5,4-b]pyridine-2-amine), C1(CC1)C(=O)O (cyclopropanecarboxylic acid), C(C(=O)Cl)(=O)Cl (oxalyl chloride), CN(C=O)C (N,N-dimethylformamide). Run in O1CCCC1 (tetrahydrofuran), ClCCl (dichloromethane), O (water). Run at time 1 hour. Product: ClC1=CC=C2C(=N1)SC(=N2)NC(=O)C2CC2 (N-(5-chloro[1,3]thiazolo[5,4-b]pyridin-2-yl)cyclopropanecarboxamide). RXN SMILES: [CH:1]1([C:4]([OH:6])=O)[CH2:3][CH2:2]1.C(Cl)(=O)C(Cl)=O.CN(C)C=O.[Cl:18][C:19]1[N:24]=[C:23]2[S:25][C:26]([NH2:28])=[N:27][C:22]2=[CH:21][CH:20]=1>ClCCl.O1CCCC1.O>[Cl:18][C:19]1[N:24]=[C:23]2[S:25][C:26]([NH:28][C:4]([CH:1]3[CH2:3][CH2:2]3)=[O:6])=[N:27][C:22]2=[CH:21][CH:20]=1. Procedure details: To a solution of cyclopropanecarboxylic acid (129 mg, 1.50 mmol) in dichloromethane (5 mL) were added oxalyl chloride (190 mg, 1.50 mmol) and N,N-dimethylformamide (40 μL), and the mixture was stirred at room temperature for 1 hr. The reaction mixture was added to a solution (10 mL) of 5-chloro[1,3]thiazolo[5,4-b]pyridine-2-amine (185 mg, 1.00 mmol) in tetrahydrofuran at 0° C., and the mixture was stirred for 2 hr. To the reaction mixture was added water (10 mL), and the mixture was extracted wi...